The task is: describe an organic reaction: reactants, conditions, products, and yield. This data is from the Open Reaction Database (ORD), a public repository of structured organic reaction records. Starting materials: [H-].[Na+] (sodium hydride), C(C)OC(CC(=O)NC1=C(C=CC(=C1)C(F)(F)F)C(C)=O)=O (3-(2-acetyl-5-(trifluoromethyl)phenylamino)-3-oxopropanoic acid ethyl ester), CC(=O)O (AcOH). Solvent: [Cl-].[Na+].O (brine), CCO (EtOH). Run at time 16 hour. The product is C(C)OC(=O)C=1C(=NC2=CC(=CC=C2C1C)C(F)(F)F)O (2-hydroxy-4-methyl-7-(trifluoromethyl)quinoline-3-carboxylic acid ethyl ester). Yield: 57.3%. Reaction SMILES: [H-].[Na+].[CH2:3]([O:5][C:6](=[O:24])[CH2:7][C:8]([NH:10][C:11]1[CH:16]=[C:15]([C:17]([F:20])([F:19])[F:18])[CH:14]=[CH:13][C:12]=1[C:21](=O)[CH3:22])=[O:9])[CH3:4].CC(O)=O>CCO.[Cl-].[Na+].O>[CH2:3]([O:5][C:6]([C:7]1[C:8]([OH:9])=[N:10][C:11]2[C:12]([C:21]=1[CH3:22])=[CH:13][CH:14]=[C:15]([C:17]([F:20])([F:19])[F:18])[CH:16]=2)=[O:24])[CH3:4] |f:0.1,5.6.7|. Reported procedure: 235 mg (60% in mineral oil, 5.89 mmol) sodium hydride were added to a solution of 1.7 g (5.36 mmol) 3-(2-acetyl-5-(trifluoromethyl)phenylamino)-3-oxopropanoic acid ethyl ester in EtOH (16 ml) and the mixture was refluxed for 3 h and stirred for a further 16 h at RT. Then 1.34 ml (6.70 mmol) AcOH were added and the mixture was diluted with EE (30 ml) and brine (10 ml). The phases were separated and the organic phase was dried over MgSO4, filtered and concentrated to small volume under vacuum. Cry... Reactants: C(C)(C)(C)OC(=O)N1CCN(CC1)C1=NC(=CC=C1)Br (4-(6-bromopyridin-2-yl)piperazine-1-carboxylic acid tert-butyl ester), CC1(CCCC=2C=CC(=CC12)B1OC(C(O1)(C)C)(C)C)C (2-(8,8-dimethyl-5,6,7,8-tetrahydronaphthalen-2-yl)-4,4,5,5-tetramethyl-1,3,2-dioxaborolane). The product is C(C)(C)(C)OC(=O)N1CCN(CC1)C1=NC(=CC=C1)C1=CC=2C(CCCC2C=C1)(C)C (4-[6-(8,8-Dimethyl-5,6,7,8-tetrahydronaphthalen-2-yl)pyridin-2-yl]piperazine-1-carboxylic acid tert-butyl ester). RXN SMILES: [C:1]([O:5][C:6]([N:8]1[CH2:13][CH2:12][N:11]([C:14]2[CH:19]=[CH:18][CH:17]=[C:16](Br)[N:15]=2)[CH2:10][CH2:9]1)=[O:7])([CH3:4])([CH3:3])[CH3:2].[CH3:21][C:22]1([CH3:41])[C:31]2[CH:30]=[C:29](B3OC(C)(C)C(C)(C)O3)[CH:28]=[CH:27][C:26]=2[CH2:25][CH2:24][CH2:23]1>>[C:1]([O:5][C:6]([N:8]1[CH2:13][CH2:12][N:11]([C:14]2[CH:19]=[CH:18][CH:17]=[C:16]([C:29]3[CH:28]=[CH:27][C:26]4[CH2:25][CH2:24][CH2:23][C:22]([CH3:41])([CH3:21])[C:31]=4[CH:30]=3)[N:15]=2)[CH2:10][CH2:9]1)=[O:7])([CH3:4])([CH3:3])[CH3:2]. Reported procedure: The preparation is carried out analogously to FS 102 starting from 4-(6-bromopyridin-2-yl)piperazine-1-carboxylic acid tert-butyl ester (US 2005/176722) and 2-(8,8-dimethyl-5,6,7,8-tetrahydronaphthalen-2-yl)-4,4,5,5-tetramethyl-1,3,2-dioxaborolane. Starting materials: C1(=CC=C(C=C1)S(=O)(=O)Cl)C (4-toluenesulfonyl chloride), ClC=1C=NC=C(C1\C=C(\C1=CC(=C(C=C1)OC)OC)/OC(C1=CC=C(C=C1)N)=O)Cl (4-amino -benzoic acid (Z)-2-(3,5-dichloro-pyridin-4-yl)-1-(3,4-dimethoxy -phenyl)vinyl ester). Product: C1(=CC=C(C=C1)S(=O)(=O)NC1=CC=C(C(=O)O\C(=C/C2=C(C=NC=C2Cl)Cl)\C2=CC(=C(C=C2)OC)OC)C=C1)C (4-(toluene-4-sulfonylamino)-benzoic acid, (Z)-2-(3,5-dichloro-pyridin-4-yl)-1-(3,4-dimethoxy-phenyl)vinyl ester). Reaction SMILES: [C:1]1([CH3:11])[CH:6]=[CH:5][C:4]([S:7](Cl)(=[O:9])=[O:8])=[CH:3][CH:2]=1.[Cl:12][C:13]1[CH:14]=[N:15][CH:16]=[C:17]([Cl:41])[C:18]=1/[CH:19]=[C:20](\[O:31][C:32](=[O:40])[C:33]1[CH:38]=[CH:37][C:36]([NH2:39])=[CH:35][CH:34]=1)/[C:21]1[CH:26]=[CH:25][C:24]([O:27][CH3:28])=[C:23]([O:29][CH3:30])[CH:22]=1>>[C:1]1([CH3:11])[CH:6]=[CH:5][C:4]([S:7]([NH:39][C:36]2[CH:37]=[CH:38][C:33]([C:32]([O:31]/[C:20](/[C:21]3[CH:26]=[CH:25][C:24]([O:27][CH3:28])=[C:23]([O:29][CH3:30])[CH:22]=3)=[CH:19]\[C:18]3[C:17]([Cl:41])=[CH:16][N:15]=[CH:14][C:13]=3[Cl:12])=[O:40])=[CH:34][CH:35]=2)(=[O:9])=[O:8])=[CH:3][CH:2]=1. Procedure: The compound was obtained starting from 4-toluenesulfonyl chloride and 4-amino -benzoic acid (Z)-2-(3,5-dichloro-pyridin-4-yl)-1-(3,4-dimethoxy -phenyl)vinyl ester, following the procedure of Example 16.